From a dataset of the Open Reaction Database (ORD), a public repository of structured organic reaction records. describe an organic reaction: reactants, conditions, products, and yield The reactants are COC(COC1=C2C(=C(C(=NC2=C(C=C1)Cl)OS(=O)(=O)C(F)(F)F)CC1=CC=C(C=C1)S(=O)(=O)C)C)=O ([8-chloro-3-(4-methanesulfonylbenzyl)-4-methyl-2-trifluoromethanesulfonyloxyquinolin-5-yloxy]acetic acid methyl ester), [Cl-].[Li+] (lithium chloride), CN(C=O)C (N,N-dimethylformamide). Reported procedure: A mixture of [8-chloro-3-(4-methanesulfonylbenzyl)-4-methyl-2-trifluoromethanesulfonyloxyquinolin-5-yloxy]acetic acid methyl ester, (0.080 g), zinc cyanide (0.010 g), tetrakis(triphenylphosphine)palladium(0) (0.030 g), and lithium chloride (0.001 g) in N,N-dimethylformamide (8.0 mL) was heated by microwave irradiation at 120° C. for 15 minutes. The mixture was diluted with water and the resulting precipitate collected by filtration, washed with water and diethyl ether and then dried to afford ti... RXN SMILES: [CH3:1][O:2][C:3](=[O:37])[CH2:4][O:5][C:6]1[CH:15]=[CH:14][C:13]([Cl:16])=[C:12]2[C:7]=1[C:8]([CH3:36])=[C:9]([CH2:25][C:26]1[CH:31]=[CH:30][C:29]([S:32]([CH3:35])(=[O:34])=[O:33])=[CH:28][CH:27]=1)[C:10](OS(C(F)(F)F)(=O)=O)=[N:11]2.[Cl-].[Li+].[CH3:40][N:41](C)C=O>O.[C-]#N.[Zn+2].[C-]#N.C1C=CC([P]([Pd]([P](C2C=CC=CC=2)(C2C=CC=CC=2)C2C=CC=CC=2)([P](C2C=CC=CC=2)(C2C=CC=CC=2)C2C=CC=CC=2)[P](C2C=CC=CC=2)(C2C=CC=CC=2)C2C=CC=CC=2)(C2C=CC=CC=2)C2C=CC=CC=2)=CC=1>[CH3:1][O:2][C:3](=[O:37])[CH2:4][O:5][C:6]1[CH:15]=[CH:14][C:13]([Cl:16])=[C:12]2[C:7]=1[C:8]([CH3:36])=[C:9]([CH2:25][C:26]1[CH:31]=[CH:30][C:29]([S:32]([CH3:35])(=[O:33])=[O:34])=[CH:28][CH:27]=1)[C:10]([C:40]#[N:41])=[N:11]2 |f:1.2,5.6.7,^1:54,56,75,94|. Run at temperature 120 celsius. Run in O (water). Product: COC(COC1=C2C(=C(C(=NC2=C(C=C1)Cl)C#N)CC1=CC=C(C=C1)S(=O)(=O)C)C)=O ([8-chloro-2-cyano-3-(4-methanesulfonylbenzyl)-4-methylquinolin-5-yloxy]acetic Acid Methyl Ester). Reagents/catalysts: [C-]#N.[Zn+2].[C-]#N (zinc cyanide), C=1C=CC(=CC1)[P](C=2C=CC=CC2)(C=3C=CC=CC3)[Pd]([P](C=4C=CC=CC4)(C=5C=CC=CC5)C=6C=CC=CC6)([P](C=7C=CC=CC7)(C=8C=CC=CC8)C=9C=CC=CC9)[P](C=1C=CC=CC1)(C=1C=CC=CC1)C=1C=CC=CC1 (tetrakis(triphenylphosphine)palladium(0)). Reactants: OC1=C(C=CC(=C1CCC)O)C(C)=O (1-(2,4-dihydroxy-3-propylphenyl)ethanone), ClCC(=O)OCC (ethyl chloroacetate), C([O-])([O-])=O.[K+].[K+] (potassium carbonate). Solvent: CC(=O)C (acetone). Product: C(C)OC(COC1=C(C(=C(C=C1)C(C)=O)O)CCC)=O ((4-acetyl-3-hydroxy-2-propylphenoxy)acetic acid ethyl ester). Reaction SMILES: [OH:1][C:2]1[C:7]([CH2:8][CH2:9][CH3:10])=[C:6]([OH:11])[CH:5]=[CH:4][C:3]=1[C:12](=[O:14])[CH3:13].Cl[CH2:16][C:17]([O:19][CH2:20][CH3:21])=[O:18].C(=O)([O-])[O-].[K+].[K+]>CC(C)=O>[CH2:20]([O:19][C:17](=[O:18])[CH2:16][O:11][C:6]1[CH:5]=[CH:4][C:3]([C:12](=[O:14])[CH3:13])=[C:2]([OH:1])[C:7]=1[CH2:8][CH2:9][CH3:10])[CH3:21] |f:2.3.4|. Procedure details: A mixture of 24.25 g of 1-(2,4-dihydroxy-3-propylphenyl)ethanone, 16.0 ml of ethyl chloroacetate and 26 g anhydrous potassium carbonate in 375 ml of anhydrous acetone was stirred at reflux for 17 hours. The reaction mixture was filtered and the filtrate was concentrated in vacuo to an oil which was crystallized from ethanol to give 27.2 g of (4-acetyl-3-hydroxy-2-propylphenoxy)acetic acid ethyl ester, the titled compound, mp 61°-64°, (78% yield) in two crops. Reactants: COC1=CC=C(C=C1)CC(C1=CC=CC=C1)=NNC(=O)OCC (Ethyl [2-(4-methoxyphenyl)-1-phenylethylidene]hydrazine carboxylate), O=S(Cl)Cl (SOCl2). Reaction conditions: temperature 60 celsius. Product: COC1=CC=C(C=C1)C1=C(N=NS1)C1=CC=CC=C1 (5-(4-Methoxyphenyl)-4-phenyl-1,2,3-thiadiazole). The yield is 82.3%. Reaction SMILES: [CH3:1][O:2][C:3]1[CH:8]=[CH:7][C:6]([CH2:9][C:10](=[N:17][NH:18]C(OCC)=O)[C:11]2[CH:16]=[CH:15][CH:14]=[CH:13][CH:12]=2)=[CH:5][CH:4]=1.O=[S:25](Cl)Cl>>[CH3:1][O:2][C:3]1[CH:8]=[CH:7][C:6]([C:9]2[S:25][N:18]=[N:17][C:10]=2[C:11]2[CH:16]=[CH:15][CH:14]=[CH:13][CH:12]=2)=[CH:5][CH:4]=1. Reported procedure: The acylhydrazone 9 (4.6 g, 14.8 mol), was added to SOCl2 (25 ml) at 0° C. The reaction was stirred to 60° C. and was complete (by TLC) after 1.5 hour. SOCl2 was evaporated under reduced pressure and the crude oil was chromatographed on SiO2 (150 g), eluting with CH2Cl2 to afford 8 (3.25 g, 82.3%), m.p. 56.5°-58° C. Starting materials: NCC1CCN(Cc2ccccc2)C1, Cc1ccc(S(=O)(=O)Cl)cc1, c1ccncc1. Yields the product Cc1ccc(S(=O)(=O)NCC2CCN(Cc3ccccc3)C2)cc1. As a reaction SMILES: [CH2:1]([c:2]1[cH:3][cH:4][cH:5][cH:6][cH:7]1)[N:8]1[CH2:9][CH:10]([CH2:13][NH2:14])[CH2:11][CH2:12]1.[c:15]1([CH3:25])[cH:16][cH:17][c:18]([S:21](=[O:22])(=[O:23])[Cl:24])[cH:19][cH:20]1.[cH:26]1[cH:27][cH:28][n:29][cH:30][cH:31]1>>[CH2:1]([c:2]1[cH:3][cH:4][cH:5][cH:6][cH:7]1)[N:8]1[CH2:9][CH:10]([CH2:13][NH:14][S:21]([c:18]2[cH:17][cH:16][c:15]([CH3:25])[cH:20][cH:19]2)(=[O:22])=[O:23])[CH2:11][CH2:12]1. The reactants are C(C)(=O)O[C@H]1[C@H](OC(C)=O)[C@@H](OC(C)=O)[C@H](OC(C)=O)[C@H](O1)COC(C)=O (1,2,3,4,6-Penta-O-acetyl-β-D-glucopyranose), C(C)(=O)O (acetic acid), ice water, C(C)(=O)OC(C)=O (Acetic anhydride), Br (hydrobromic acid). The solvent is [Cl-].[Na+].O (brine), C1(=CC=CC=C1)C (toluene). Reaction conditions: temperature 18 celsius, time 30 minute. Yields the product C(C)(=O)O[C@H]1[C@H](O[C@@H]([C@H]([C@@H]1OC(C)=O)OC(C)=O)COC(C)=O)Br (2,3,4,6-Tetra-O-acetyl-α-D-glucopyranosyl Bromide). RXN SMILES: C(O[C@@H:5]1[O:22][C@H:21]([CH2:23][O:24][C:25](=[O:27])[CH3:26])[C@@H:16]([O:17][C:18](=[O:20])[CH3:19])[C@H:11]([O:12][C:13](=[O:15])[CH3:14])[C@H:6]1[O:7][C:8](=[O:10])[CH3:9])(=O)C.C(OC(=O)C)(=O)C.[BrH:35].C(O)(=O)C>C1(C)C=CC=CC=1.[Cl-].[Na+].O>[C:8]([O:7][C@@H:6]1[C@@H:11]([O:12][C:13](=[O:15])[CH3:14])[C@H:16]([O:17][C:18](=[O:20])[CH3:19])[C@@H:21]([CH2:23][O:24][C:25](=[O:27])[CH3:26])[O:22][C@@H:5]1[Br:35])(=[O:10])[CH3:9] |f:5.6.7|. Procedure details: 1,2,3,4,6-Penta-O-acetyl-β-D-glucopyranose (100 g, 0.251 mol) is suspended in toluene (210 ml). Acetic anhydride (9.5 ml; 0.1 mol) is added followed by hydrobromic acid 30% in acetic acid (200 ml, 1 mol). The mixture is stirred at 18° C. for 30 min. A mixture of ice/water (300 ml) and brine (100 ml) is then added with stirring. The phases are separated and the aqueous phase is extracted with toluene (100 ml). The organic phases are combined and washed with aqueous sodium hydrogencarbonate (100 m...